This data is from the Open Reaction Database (ORD), a public repository of structured organic reaction records. The task is: describe an organic reaction: reactants, conditions, products, and yield Starting materials: CO, CCC(O)(c1ccc(OCc2ccccc2)cc1)c1cccc(C(F)(F)F)c1, [H][H]. Yields the product CCC(O)(c1ccc(O)cc1)c1cccc(C(F)(F)F)c1. RXN SMILES: [CH3:31][OH:32].[F:1][C:2]([c:3]1[cH:4][c:5]([C:6]([c:7]2[cH:8][cH:9][c:10]([O:13][CH2:14][c:15]3[cH:16][cH:17][cH:18][cH:19][cH:20]3)[cH:11][cH:12]2)([OH:21])[CH2:22][CH3:23])[cH:24][cH:25][cH:26]1)([F:27])[F:28].[H:29][H:30]>>[F:1][C:2]([c:3]1[cH:4][c:5]([C:6]([c:7]2[cH:8][cH:9][c:10]([OH:13])[cH:11][cH:12]2)([OH:21])[CH2:22][CH3:23])[cH:24][cH:25][cH:26]1)([F:27])[F:28]. Reactants: COc1c(C(F)(F)F)cc(C(=O)N2CS(=O)(=O)c3ccccc32)cc1S(C)(=O)=O, CN(C)C=O, [Cl-], Cl, [Li+]. Product: CS(=O)(=O)c1cc(C(=O)N2CS(=O)(=O)c3ccccc32)cc(C(F)(F)F)c1O. RXN SMILES: [CH3:1][O:2][c:3]1[c:4]([S:26](=[O:27])(=[O:28])[CH3:29])[cH:5][c:6]([C:7](=[O:8])[N:9]2[CH2:10][S:11](=[O:18])(=[O:19])[c:12]3[c:13]2[cH:14][cH:15][cH:16][cH:17]3)[cH:20][c:21]1[C:22]([F:23])([F:24])[F:25].[CH3:33][N:34]([CH3:35])[CH:36]=[O:37].[Cl-:31].[ClH:32].[Li+:30]>>[OH:2][c:3]1[c:4]([S:26](=[O:27])(=[O:28])[CH3:29])[cH:5][c:6]([C:7](=[O:8])[N:9]2[CH2:10][S:11](=[O:18])(=[O:19])[c:12]3[c:13]2[cH:14][cH:15][cH:16][cH:17]3)[cH:20][c:21]1[C:22]([F:23])([F:24])[F:25].